Dataset: the Open Reaction Database (ORD), a public repository of structured organic reaction records. Task: describe an organic reaction: reactants, conditions, products, and yield The reactants are NC1=NC(=C2NC=NC2=N1)Cl (2-Amino-6-chloropurine), C(C)OC(C(CCBr)CO)=O (4-bromo-2-hydroxymethylbutyric acid ethyl ester), C([O-])([O-])=O.[K+].[K+] (potassium carbonate). The solvent is CN(C=O)C (dimethylformamide). Run at time 92 hour. The product is C(C)OC(C(CCN1C2=NC(=NC(=C2N=C1)Cl)N)CO)=O (4-(2-amino-6-chloropurin-9-yl)-2-hydroxymethylbutyric acid ethyl ester). Isolated yield 15.9%. RXN SMILES: [NH2:1][C:2]1[N:10]=[C:9]2[C:5]([NH:6][CH:7]=[N:8]2)=[C:4]([Cl:11])[N:3]=1.[CH2:12]([O:14][C:15](=[O:22])[CH:16]([CH2:20][OH:21])[CH2:17][CH2:18]Br)[CH3:13].C(=O)([O-])[O-].[K+].[K+]>CN(C)C=O>[CH2:12]([O:14][C:15](=[O:22])[CH:16]([CH2:20][OH:21])[CH2:17][CH2:18][N:8]1[CH:7]=[N:6][C:5]2[C:9]1=[N:10][C:2]([NH2:1])=[N:3][C:4]=2[Cl:11])[CH3:13] |f:2.3.4|. Procedure details: 2-Amino-6-chloropurine (3.37 g, 19.9 mmol), 4-bromo-2-hydroxymethylbutyric acid ethyl ester (4.49 g, 19.9 mmol) and anhydrous potassium carbonate (2.75 g, 19.9 mmol) were mixed with 50 ml of dimethylformamide and the mixture was stirred at room temperature during 92 hours. The mixture was then filtered and the filtrate evaporated. The residue was extracted with 3×50 ml chloroform and the combined extracts were evaporated. Flash chromatography (silica gel, chloroform-methanol 10:1) and two recrys... The reactants are NC(=O)NCC1=CC=C(C(=O)O)C=C1 (4-(aminocarbonylaminomethyl)benzoic acid), C(C)O (ethanol), Cl (hydrogen chloride). Conditions: time 2 hour. Product: NC(=O)NCC1=CC=C(C(=O)OCC)C=C1 (Ethyl 4-(aminocarbonylaminomethyl)benzoate). RXN SMILES: [NH2:1][C:2]([NH:4][CH2:5][C:6]1[CH:14]=[CH:13][C:9]([C:10]([OH:12])=[O:11])=[CH:8][CH:7]=1)=[O:3].Cl.[CH2:16](O)[CH3:17]>>[NH2:1][C:2]([NH:4][CH2:5][C:6]1[CH:14]=[CH:13][C:9]([C:10]([O:12][CH2:16][CH3:17])=[O:11])=[CH:8][CH:7]=1)=[O:3]. Procedure details: 38.0 g (0.196 Mol) of 4-(aminocarbonylaminomethyl)benzoic acid were dissolved in 1.5 l of anhydrous ethanol and refluxed for 5 hours while dry hydrogen chloride was introduced. The small amount of insoluble matter was filtered off, the filtrate was concentrated down to a volume of about 100 ml, diluted with 1 l of water and treated with solid potash until the development of carbon dioxide had ended and a distinctly alkaline reaction was obtained. The mixture was left to stand for 2 hours, the cr... The reactants are NCCN1CCCCC1 (1-(2-aminoethyl)piperidine), C(CCl)Cl (EDC), C=1C=CC2=C(C1)N=NN2O (HOBT), O=C1C=CC2=C(N1C1=CC=CC=C1)SC(=C2NC2=CC=CC=C2)C(=O)[O-].[NH4+] (Ammonium 6-oxo-3-(phenylamino)-7-phenyl-6,7-dihydrothieno[2,3-b]pyridine-2-carboxylate). The solvent is C(Cl)Cl (DCM), C(Cl)Cl (DCM), C(Cl)Cl (DCM). Reaction conditions: time 15 minute. Yields the product O=C1C=CC2=C(N1C1=CC=CC=C1)SC(=C2NC2=CC=CC=C2)C(=O)NCCN2CCCCC2 (6-Oxo-N-(2-piperidinoethyl)-3-(phenylamino)-7-phenyl-6,7-dihydrothieno[2,3-b]pyridine-2-carboxamide). Isolated yield 21.2%. RXN SMILES: [O:1]=[C:2]1[N:7]([C:8]2[CH:13]=[CH:12][CH:11]=[CH:10][CH:9]=2)[C:6]2[S:14][C:15]([C:24]([O-:26])=O)=[C:16]([NH:17][C:18]3[CH:23]=[CH:22][CH:21]=[CH:20][CH:19]=3)[C:5]=2[CH:4]=[CH:3]1.[NH4+].C(Cl)CCl.C1C=CC2N(O)N=NC=2C=1.[NH2:42][CH2:43][CH2:44][N:45]1[CH2:50][CH2:49][CH2:48][CH2:47][CH2:46]1>C(Cl)Cl>[O:1]=[C:2]1[N:7]([C:8]2[CH:13]=[CH:12][CH:11]=[CH:10][CH:9]=2)[C:6]2[S:14][C:15]([C:24]([NH:42][CH2:43][CH2:44][N:45]3[CH2:50][CH2:49][CH2:48][CH2:47][CH2:46]3)=[O:26])=[C:16]([NH:17][C:18]3[CH:23]=[CH:22][CH:21]=[CH:20][CH:19]=3)[C:5]=2[CH:4]=[CH:3]1 |f:0.1|. Procedure: To a suspension of the compound of Example 14 (90 mg, 0.23 mmol) in DCM (2 mL) was added EDC (60 mg, 0.30 mmol) and HOBT (41 mg, 0.30 mmol) and the mixture stirred at r.t. for 15 minutes. A solution 1-(2-aminoethyl)piperidine (45 mg, 0.35 mmol) in DCM (0.5 mL) was added and the reaction stirred at r.t. for 18 h. The reaction mixture was diluted with DCM (10 mL), washed with water (2×5 mL), dried (MgSO4) and concentrated in vacuo. The crude product was purified by chromatography on silica (0-20% ... Procedure details: In 80 ml of acetic acid was dissolved 4 g of 6-amidino-2-naphthyl 5-[4-(2-t-butoxycarbonylvinyl)benzoylaminomethyl]furan-2-carboxylate hydrochloride. Then, hydrogen chloride gas was bubbled into the resulting solution for 1 hour while stirring and cooling with water. The precipitate was collected by filtration and washed with 120 ml of acetone to obtain 2.8 g of the intended product. The yield is 77.6%. Starting materials: Cl.C(C)(C)(C)OC(=O)C=CC1=CC=C(C(=O)NCC2=CC=C(O2)C(=O)OC2=CC3=CC=C(C=C3C=C2)C(N)=N)C=C1 (6-amidino-2-naphthyl 5-[4-(2-t-butoxycarbonylvinyl)benzoylaminomethyl]furan-2-carboxylate hydrochloride). Reaction SMILES: [ClH:1].C([O:6][C:7]([CH:9]=[CH:10][C:11]1[CH:41]=[CH:40][C:14]([C:15]([NH:17][CH2:18][C:19]2[O:23][C:22]([C:24]([O:26][C:27]3[CH:36]=[CH:35][C:34]4[C:29](=[CH:30][CH:31]=[C:32]([C:37](=[NH:39])[NH2:38])[CH:33]=4)[CH:28]=3)=[O:25])=[CH:21][CH:20]=2)=[O:16])=[CH:13][CH:12]=1)=[O:8])(C)(C)C>C(O)(=O)C>[ClH:1].[C:7]([CH:9]=[CH:10][C:11]1[CH:41]=[CH:40][C:14]([C:15]([NH:17][CH2:18][C:19]2[O:23][C:22]([C:24]([O:26][C:27]3[CH:36]=[CH:35][C:34]4[C:29](=[CH:30][CH:31]=[C:32]([C:37](=[NH:38])[NH2:39])[CH:33]=4)[CH:28]=3)=[O:25])=[CH:21][CH:20]=2)=[O:16])=[CH:13][CH:12]=1)([OH:8])=[O:6] |f:0.1,3.4|. Yields the product Cl.C(=O)(O)C=CC1=CC=C(C(=O)NCC2=CC=C(O2)C(=O)OC2=CC3=CC=C(C=C3C=C2)C(N)=N)C=C1 (6-Amidino-2-naphthyl 5-[4-(2-carboxyvinyl)benzoylaminomethyl]furan-2-carboxylate hydrochloride). The solvent is C(C)(=O)O (acetic acid). Starting materials: C(C)(C)(C)OC(=O)N1[C@@H](CC(C1)=NOC)C(=O)O ((2S,4EZ)-1-(tert-butoxycarbonyl)-4-(methoxyimino)-2-pyrrolidinecarboxylic acid), ClC1=CC(=CC(=C1)N=C=O)Cl (1,3-dichloro-5-isocyanatobenzene), C(C)N1C2=CC=CC=C2C=2C=C(C=CC12)N (9-ethyl-9H-carbazol-3-amine). Product: ClC=1C=C(C=C(C1)Cl)NC(=O)N1[C@@H](CC(C1)=NOC)C(=O)NC=1C=CC=2N(C3=CC=CC=C3C2C1)CC ((2S,4EZ)-N1-(3,5-dichlorophenyl)-N2-(9-ethyl-9H-carbazol-3-yl)-4-(methoxyimino)-1,2-pyrrolidinedicarboxamide). Reaction SMILES: C(O[C:6]([N:8]1[CH2:12][C:11](=[N:13][O:14][CH3:15])[CH2:10][C@H:9]1[C:16]([OH:18])=O)=[O:7])(C)(C)C.[Cl:19][C:20]1[CH:25]=[C:24]([N:26]=C=O)[CH:23]=[C:22]([Cl:29])[CH:21]=1.[CH2:30]([N:32]1[C:44]2[CH:43]=[CH:42][C:41]([NH2:45])=[CH:40][C:39]=2[C:38]2[C:33]1=[CH:34][CH:35]=[CH:36][CH:37]=2)[CH3:31]>>[Cl:19][C:20]1[CH:25]=[C:24]([NH:26][C:6]([N:8]2[CH2:12][C:11](=[N:13][O:14][CH3:15])[CH2:10][C@H:9]2[C:16]([NH:45][C:41]2[CH:42]=[CH:43][C:44]3[N:32]([CH2:30][CH3:31])[C:33]4[C:38]([C:39]=3[CH:40]=2)=[CH:37][CH:36]=[CH:35][CH:34]=4)=[O:18])=[O:7])[CH:23]=[C:22]([Cl:29])[CH:21]=1. Procedure details: Following the general method as outlined in Example 22, starting from (2S,4EZ)-1-(tert-butoxycarbonyl)-4-(methoxyimino)-2-pyrrolidinecarboxylic acid, 1,3-dichloro-5-isocyanatobenzene, and 9-ethyl-9H-carbazol-3-amine the title compound was obtained in 42% purity by LC/MS. MS(ESI+): m/z=538.2. Reactants: IC (iodomethane), C(C)(C)(C)OC(N[C@@H](CCOCC1=CC=CC=C1)CO)=O (((S)-3-benzyloxy-1-hydroxymethyl-propyl)-carbamic acid tert-butyl ester). The reagents and catalysts are [Ag-]=O (Silver(I) oxide). Run in CN(C=O)C (N,N-dimethylformamide). Run at temperature 40 celsius. Product: C(C)(C)(C)OC(N[C@@H](CCOCC1=CC=CC=C1)COC)=O (((S)-3-Benzyloxy-1-methoxymethyl-propyl)-carbamic acid tert-butyl ester). The yield is 99.8%. RXN SMILES: I[CH3:2].[C:3]([O:7][C:8](=[O:23])[NH:9][C@H:10]([CH2:21][OH:22])[CH2:11][CH2:12][O:13][CH2:14][C:15]1[CH:20]=[CH:19][CH:18]=[CH:17][CH:16]=1)([CH3:6])([CH3:5])[CH3:4]>CN(C)C=O.[Ag-]=O>[C:3]([O:7][C:8](=[O:23])[NH:9][C@H:10]([CH2:21][O:22][CH3:2])[CH2:11][CH2:12][O:13][CH2:14][C:15]1[CH:16]=[CH:17][CH:18]=[CH:19][CH:20]=1)([CH3:5])([CH3:4])[CH3:6]. Reported procedure: Silver(I) oxide (4.49 g, 19.4 mmol) and iodomethane (2.75 g, 19.4 mmol) were added at room temperature to a solution or ((S)-3-benzyloxy-1-hydroxymethyl-propyl)-carbamic acid tert-butyl ester (2.60 g, 8.81 mmol) in N,N-dimethylformamide (8 mL). The reaction mixture was heated at 40° C. for 2.5 h, then insoluble material was removed by filtration through diatomaceous earth. After evaporation of the filtrate, the residue was taken up in ethyl acetate and washed with water. The organic layer was wa... Reactants: CC=1C=C(C(=O)O)C=CC1C=1SC=C(N1)C (3-Methyl-4-(4-methylthiazol-2-yl)benzoic acid), product, C(C)(=O)O (acetic acid), BrBr (bromine), S([O-])(O)=O.[Na+] (sodium bisulfite). Reported procedure: 3-Methyl-4-(4-methylthiazol-2-yl)benzoic acid (all recovered product from step A above) was dissolved in acetic acid (20 mL, 349 mmol), and bromine (1.774 mL, 34.4 mmol) was added. After sonicating for 5 minutes, LCMS showed complete conversion. Excess sodium bisulfite was added to the reaction solution until the red color disappeared. The suspension was filtered, and the filtrate was concentrated. The crude was purified on a silica gel column, eluting with 30% ethyl acetate, to give title compo... The yield is 87.0%. Product: BrC1=C(N=C(S1)C1=C(C=C(C(=O)O)C=C1)C)C (4-(5-Bromo-4-methylthiazol-2-yl)-3-methylbenzoic acid). Reaction SMILES: [CH3:1][C:2]1[CH:3]=[C:4]([CH:8]=[CH:9][C:10]=1[C:11]1[S:12][CH:13]=[C:14]([CH3:16])[N:15]=1)[C:5]([OH:7])=[O:6].C(O)(=O)C.[Br:21]Br.S(=O)(O)[O-].[Na+]>>[Br:21][C:13]1[S:12][C:11]([C:10]2[CH:9]=[CH:8][C:4]([C:5]([OH:7])=[O:6])=[CH:3][C:2]=2[CH3:1])=[N:15][C:14]=1[CH3:16] |f:3.4|.